describe an organic reaction: reactants, conditions, products, and yield From a dataset of the Open Reaction Database (ORD), a public repository of structured organic reaction records. The reactants are 35, ClC1(C=C(C2=CC=CC=C12)Cl)Cl (1,1,3-trichloro-1H-indene), CC(C)=O (2-propanone). Run in O (water). Product: ClC1=CC(C2=CC=CC=C12)=O (3-chloro-1H-inden-1-one). As a reaction SMILES: [Cl:1][C:2]1(Cl)[C:10]2[C:5](=[CH:6][CH:7]=[CH:8][CH:9]=2)[C:4](Cl)=[CH:3]1.CC(=[O:16])C>O>[Cl:1][C:2]1[C:10]2[C:5](=[CH:6][CH:7]=[CH:8][CH:9]=2)[C:4](=[O:16])[CH:3]=1. Reported procedure: A mixture of 35 parts of 1,1,3-trichloro-1H-indene, 295 parts of 2-propanone, and 375 parts of water is heated at the boiling point under reflux in a nitrogen atmosphere overnight. The resultant dark brown solution is stripped of solvent by vacuum distillation under nitrogen at 35°. The distilland is extracted with 1,1'-oxybisethane. The extract is consecutively washed with water, 10% sodium chloride, and water, then dried over anhydrous magnesium sulfate and thereupon stripped of solvent by vac... Reactants: ClC=1C2=C(N=C(N1)N)N(N=N2)CC2=NC(=CC=C2)C(C)(C)O (7-chloro-3-(6-[1-hydroxy-1-methylethyl]pyrid-2-ylmethyl)-3H-[1,2,3]triazolo[4,5-d]pyrimidin-5-amine), CC=1N=CSC1 (4-methylthiazole). The product is CC=1N=C(SC1)C=1C2=C(N=C(N1)N)N(N=N2)CC2=NC(=CC=C2)C(C)(C)O (7-(4-methylthiazol-2-yl)-3-(6-[1-hydroxy-1-methylethyl]pyrid-2-ylmethyl)-3H-[1,2,3]triazolo[4,5-d]pyrimidin-5-amine). Reaction SMILES: Cl[C:2]1[C:3]2[N:11]=[N:10][N:9]([CH2:12][C:13]3[CH:18]=[CH:17][CH:16]=[C:15]([C:19]([OH:22])([CH3:21])[CH3:20])[N:14]=3)[C:4]=2[N:5]=[C:6]([NH2:8])[N:7]=1.[CH3:23][C:24]1[N:25]=[CH:26][S:27][CH:28]=1>>[CH3:23][C:24]1[N:25]=[C:26]([C:2]2[C:3]3[N:11]=[N:10][N:9]([CH2:12][C:13]4[CH:18]=[CH:17][CH:16]=[C:15]([C:19]([OH:22])([CH3:21])[CH3:20])[N:14]=4)[C:4]=3[N:5]=[C:6]([NH2:8])[N:7]=2)[S:27][CH:28]=1. Procedure details: This is prepared from 7-chloro-3-(6-[1-hydroxy-1-methylethyl]pyrid-2-ylmethyl)-3H-[1,2,3]triazolo[4,5-d]pyrimidin-5-amine and 4-methylthiazole by the method of Example 38. Starting materials: C(#N)C=1C(=NSC1NC(=O)NCCCOC)C1=CC=C(C=C1)[N+](=O)[O-] (1-(4-cyano-3-(4-nitrophenyl)isothiazol-5-yl)-3-(3-methoxypropyl)urea), OS(=O)(=O)O (H2SO4). Run at temperature 45 celsius. Product: COCCCNC(=O)NC1=C(C(=NS1)C1=CC=C(C=C1)[N+](=O)[O-])C(=O)N (5-({[(3-methoxypropyl)amino]carbonyl}amino)-3-(4-nitrophenyl)isothiazole-4-carboxamide). As a reaction SMILES: [C:1]([C:3]1[C:4]([C:17]2[CH:22]=[CH:21][C:20]([N+:23]([O-:25])=[O:24])=[CH:19][CH:18]=2)=[N:5][S:6][C:7]=1[NH:8][C:9]([NH:11][CH2:12][CH2:13][CH2:14][O:15][CH3:16])=[O:10])#[N:2].[OH:26]S(O)(=O)=O>>[CH3:16][O:15][CH2:14][CH2:13][CH2:12][NH:11][C:9]([NH:8][C:7]1[S:6][N:5]=[C:4]([C:17]2[CH:18]=[CH:19][C:20]([N+:23]([O-:25])=[O:24])=[CH:21][CH:22]=2)[C:3]=1[C:1]([NH2:2])=[O:26])=[O:10]. Procedure: A mixture of 1-(4-cyano-3-(4-nitrophenyl)isothiazol-5-yl)-3-(3-methoxypropyl)urea (12 mg, 0.032 mmol) in 0.8 mL conc. H2SO4 was heated at 45° C. After 1.5 hours the reaction was quenched into 25 mL water containing brine. The aqueous solution was adjusted to pH=1 using saturated NaHCO3 and then extracted with EtOAc, the EtOAc layer washed with brine, dried with anhydrous Na2SO4 and rotary evaporated to a solid. The solid was recrystallized from acetonitrile giving the title compound as a white s... The reactants are C(C)(C)(C)OC(=O)N1C[C@@H]2N(C(C3=C(C=C(C=C23)C#C[Si](C)(C)C)C(F)(F)F)=O)CC1 (N-(t-butoxycarbonyl)-(R)-1,3,4,10b-tetrahydro-9-trimethylsilylethynyl-7-trifluoromethyl-pyrazino[2,1-a]isoindol-6(2H)-one), C(CCC)[Sn](C=1OC=CC1)(CCCC)CCCC (2-(tributylstannyl)furan), C([O-])([O-])=O.[K+].[K+] (potassium carbonate). Solvent: CO (MeOH). Reaction conditions: time 5 minute. The product is C(C)(C)(C)OC(=O)N1C[C@@H]2N(C(C3=C(C=C(C=C23)C#C)C(F)(F)F)=O)CC1 (N-(t-butoxycarbonyl)-(R)-1,3,4,10b-tetrahydro-9-ethynyl-7-trifluoromethyl-pyrazino[2,1-a]isoindol-6(2H)-one). RXN SMILES: [C:1]([O:5][C:6]([N:8]1[CH2:31][CH2:30][N:11]2[C:12](=[O:29])[C:13]3[C:18]([C@@H:10]2[CH2:9]1)=[CH:17][C:16]([C:19]#[C:20][Si](C)(C)C)=[CH:15][C:14]=3[C:25]([F:28])([F:27])[F:26])=[O:7])([CH3:4])([CH3:3])[CH3:2].C([Sn](CCCC)(CCCC)C1OC=CC=1)CCC.C(=O)([O-])[O-].[K+].[K+]>CO>[C:1]([O:5][C:6]([N:8]1[CH2:31][CH2:30][N:11]2[C:12](=[O:29])[C:13]3[C:18]([C@@H:10]2[CH2:9]1)=[CH:17][C:16]([C:19]#[CH:20])=[CH:15][C:14]=3[C:25]([F:27])([F:28])[F:26])=[O:7])([CH3:4])([CH3:2])[CH3:3] |f:2.3.4|. Procedure: To a stirring solution of N-(t-butoxycarbonyl)-(R)-1,3,4,10b-tetrahydro-9-trimethylsilylethynyl-7-trifluoromethyl-pyrazino[2,1-a]isoindol-6(2H)-one, prepared according to procedures described in Example 29 with substitution of tributyl(trimethylsilylethynyl)tin for 2-(tributylstannyl)furan (44 mg, 0.1 mmol in MeOH (1.0 mL) was added potassium carbonate (13 mg, 0.1 mmol). The reaction was stirred for 5 min and then quenched with brine. The reaction was extracted with EtOAc (2×5 mL). The organic l...